Dataset: the Open Reaction Database (ORD), a public repository of structured organic reaction records. Task: describe an organic reaction: reactants, conditions, products, and yield Starting materials: COc1cc2nccc(Oc3ccc(N)cc3)c2cc1OC, Cc1ccccc1, O=C=Nc1cc([N+](=O)[O-])cc([N+](=O)[O-])c1. Product: COc1cc2nccc(Oc3ccc(NC(=O)Nc4cc([N+](=O)[O-])cc([N+](=O)[O-])c4)cc3)c2cc1OC. RXN SMILES: [CH3:1][O:2][c:3]1[cH:4][c:5]2[c:6]([O:15][c:16]3[cH:17][cH:18][c:19]([NH2:22])[cH:20][cH:21]3)[cH:7][cH:8][n:9][c:10]2[cH:11][c:12]1[O:13][CH3:14].[CH3:38][c:39]1[cH:40][cH:41][cH:42][cH:43][cH:44]1.[N+:23](=[O:24])([O-:25])[c:26]1[cH:27][c:28]([N:35]=[C:36]=[O:37])[cH:29][c:30]([N+:32](=[O:33])[O-:34])[cH:31]1>>[CH3:1][O:2][c:3]1[cH:4][c:5]2[c:6]([O:15][c:16]3[cH:17][cH:18][c:19]([NH:22][C:36]([NH:35][c:28]4[cH:27][c:26]([N+:23](=[O:24])[O-:25])[cH:31][c:30]([N+:32](=[O:33])[O-:34])[cH:29]4)=[O:37])[cH:20][cH:21]3)[cH:7][cH:8][n:9][c:10]2[cH:11][c:12]1[O:13][CH3:14].